This data is from the Open Reaction Database (ORD), a public repository of structured organic reaction records. The task is: describe an organic reaction: reactants, conditions, products, and yield Starting materials: [Br-], C1CCOC1, C[Mg+], CCCCc1ccc(C(=O)N(C)OC)nc1. Yields the product CCCCc1ccc(C(C)=O)nc1. Reaction SMILES: [Br-:1].[CH2:20]1[O:21][CH2:22][CH2:23][CH2:24]1.[CH3:2][Mg+:3].[CH3:4][O:5][N:6]([C:7](=[O:8])[c:9]1[n:10][cH:11][c:12]([CH2:15][CH2:16][CH2:17][CH3:18])[cH:13][cH:14]1)[CH3:19]>>[CH3:2][C:7](=[O:8])[c:9]1[n:10][cH:11][c:12]([CH2:15][CH2:16][CH2:17][CH3:18])[cH:13][cH:14]1. The reactants are COC=1C=C(C=CC1OC)C1=CC(=NC(=N1)C)NC1=C(C=C(C=C1C)C)C (6-(3,4-dimethoxyphenyl)-2-methyl-4-(2,4,6-trimethylphenylamino)pyrimidine), CC(C)([O-])C.[K+] (potassium tert-butoxide), CI (methyl iodide), ice water. The solvent is CN(C=O)C (N,N-dimethylformamide). Reaction conditions: time 1.5 hour. Yields the product COC=1C=C(C=CC1OC)C1=CC(=NC(=N1)C)N(C1=C(C=C(C=C1C)C)C)C (6-(3,4-dimethoxyphenyl)-2-methyl-4-[N-methyl-N-(2,4,6-trimethylphenyl)amino]pyrimidine). Yield: 55.8%. As a reaction SMILES: [CH3:1][O:2][C:3]1[CH:4]=[C:5]([C:11]2[N:16]=[C:15]([CH3:17])[N:14]=[C:13]([NH:18][C:19]3[C:24]([CH3:25])=[CH:23][C:22]([CH3:26])=[CH:21][C:20]=3[CH3:27])[CH:12]=2)[CH:6]=[CH:7][C:8]=1[O:9][CH3:10].[CH3:28]C(C)([O-])C.[K+].CI>CN(C)C=O>[CH3:1][O:2][C:3]1[CH:4]=[C:5]([C:11]2[N:16]=[C:15]([CH3:17])[N:14]=[C:13]([N:18]([CH3:28])[C:19]3[C:24]([CH3:25])=[CH:23][C:22]([CH3:26])=[CH:21][C:20]=3[CH3:27])[CH:12]=2)[CH:6]=[CH:7][C:8]=1[O:9][CH3:10] |f:1.2|. Reported procedure: To a solution of 6-(3,4-dimethoxyphenyl)-2-methyl-4-(2,4,6-trimethylphenylamino)pyrimidine (1.0 g) in N,N-dimethylformamide (15 ml) were added potassium tert-butoxide (0.37 g) and methyl iodide (0.34 ml), and the mixture was stirred at ambient temperature for 1.5 hours. Then the mixture was poured into ice-water (200 ml) and stirred for an hour. The precipitates were collected, washed with water, dried in the air, and recrystallized from ethanol to give 6-(3,4-dimethoxyphenyl)-2-methyl-4-[N-meth... The reactants are CCNCC1CCNC1, CC#N, CC(C)n1cc(C(=O)O)c(=O)c2cc(F)c(F)c(F)c21, C1CCC2=NCCCN2CC1. Yields the product CCNCC1CCN(c2c(F)cc3c(=O)c(C(=O)O)cn(C(C)C)c3c2F)C1. RXN SMILES: [CH2:21]([CH3:22])[NH:23][CH2:24][CH:25]1[CH2:26][NH:27][CH2:28][CH2:29]1.[CH3:41][C:42]#[N:43].[F:1][c:2]1[cH:3][c:4]2[c:5](=[O:20])[c:6]([C:17](=[O:18])[OH:19])[cH:7][n:8]([CH:14]([CH3:15])[CH3:16])[c:9]2[c:10]([F:13])[c:11]1[F:12].[N:30]12[CH2:31][CH2:32][CH2:33][N:34]=[C:35]1[CH2:36][CH2:37][CH2:38][CH2:39][CH2:40]2>>[F:1][c:2]1[cH:3][c:4]2[c:5](=[O:20])[c:6]([C:17](=[O:18])[OH:19])[cH:7][n:8]([CH:14]([CH3:15])[CH3:16])[c:9]2[c:10]([F:13])[c:11]1[N:27]1[CH2:26][CH:25]([CH2:24][NH:23][CH2:21][CH3:22])[CH2:29][CH2:28]1. Starting materials: O=c1[nH]oc2cc(Br)ccc12, C1CCCCC1, CC#N, CCN(C(C)C)C(C)C, ClCCl, O=S(=O)(OS(=O)(=O)C(F)(F)F)C(F)(F)F, CC(C)(C)OC(=O)N1CCNCC1, c1ccncc1. The product is CC(C)(C)OC(=O)N1CCN(c2noc3cc(Br)ccc23)CC1. As a reaction SMILES: [Br:1][c:2]1[cH:3][c:4]2[c:5]([c:6](=[O:9])[nH:7][o:8]2)[cH:10][cH:11]1.[CH2:52]1[CH2:53][CH2:54][CH2:55][CH2:56][CH2:57]1.[CH3:58][C:59]#[N:60].[CH:40]([N:41]([CH:42]([CH3:43])[CH3:44])[CH2:45][CH3:46])([CH3:47])[CH3:48].[Cl:49][CH2:50][Cl:51].[F:12][C:13]([S:14]([O:15][S:16]([C:17]([F:18])([F:19])[F:20])(=[O:21])=[O:22])(=[O:23])=[O:24])([F:25])[F:26].[N:27]1([C:33](=[O:34])[O:35][C:36]([CH3:37])([CH3:38])[CH3:39])[CH2:28][CH2:29][NH:30][CH2:31][CH2:32]1.[cH:61]1[cH:62][cH:63][n:64][cH:65][cH:66]1>>[Br:1][c:2]1[cH:3][c:4]2[c:5]([c:6]([N:30]3[CH2:29][CH2:28][N:27]([C:33](=[O:34])[O:35][C:36]([CH3:37])([CH3:38])[CH3:39])[CH2:32][CH2:31]3)[n:7][o:8]2)[cH:10][cH:11]1. The reactants are C1(CC1)C1=C(C=NC=C1)N1C(NCC1)=O (1-(4-cyclopropylpyridin-3-yl)imidazolidin-2-one), BrC1=CC(=CC=C1)C(F)(F)F (1-bromo-3-(trifluoromethyl)benzene), CN[C@H]1[C@@H](CCCC1)NC (trans-N,N′-dimethylcyclohexane-1,2-diamine), P(=O)([O-])([O-])[O-].[K+].[K+].[K+] (potassium phosphate). The reagents and catalysts are [Cu](I)I (copper iodide). Solvent: O1CCOCC1 (1,4-dioxane). The product is C1(CC1)C1=C(C=NC=C1)N1C(N(CC1)C1=CC(=CC=C1)C(F)(F)F)=O (1-(4-cyclopropylpyridin-3-yl)-3-(3-(trifluoromethyl)phenyl)imidazolidin-2-one). Yield: 80.0%. RXN SMILES: [CH:1]1([C:4]2[CH:9]=[CH:8][N:7]=[CH:6][C:5]=2[N:10]2[CH2:14][CH2:13][NH:12][C:11]2=[O:15])[CH2:3][CH2:2]1.Br[C:17]1[CH:22]=[CH:21][CH:20]=[C:19]([C:23]([F:26])([F:25])[F:24])[CH:18]=1.CN[C@@H]1CCCC[C@H]1NC.P([O-])([O-])([O-])=O.[K+].[K+].[K+]>[Cu](I)I.O1CCOCC1>[CH:1]1([C:4]2[CH:9]=[CH:8][N:7]=[CH:6][C:5]=2[N:10]2[CH2:14][CH2:13][N:12]([C:17]3[CH:22]=[CH:21][CH:20]=[C:19]([C:23]([F:26])([F:25])[F:24])[CH:18]=3)[C:11]2=[O:15])[CH2:3][CH2:2]1 |f:3.4.5.6|. Reported procedure: Using analogous reagents and reaction conditions as described in Example 1 above, 1-(4-cyclopropylpyridin-3-yl)imidazolidin-2-one (I-1d: 150 mg, 0.738 mmol) was reacted with 1-bromo-3-(trifluoromethyl)benzene (831 mg, 3.69 mmol), 1,4-dioxane (10 mL), copper iodide (14.0 mg, 0.073 mmol), trans-N,N′-dimethylcyclohexane-1,2-diamine (8.4 mg, 0.073 mmol) and potassium phosphate (469.9 mg, 2.21 mmol) to afford the crude product. Purification by column chromatography on silica gel (1.5% methanol in CHC... Starting materials: FC(C(=O)O)(F)F.NCC1=C2OC=3C(=C(C=CC3C(C2=CC=C1OC)(C)C)OC)CC(=O)OCC1=CC=CC=C1 (benzyl 5-aminomethyl-3,6-dimethoxy-9,9-dimethylxanthene-4-acetate trifluoroacetate), C1=CC=CC=2C3=CC=CC=C3C(C12)COC(=O)N[C@H](CC(=O)OC(C)(C)C)C(=O)O (N-(9-fluorenylmethoxycarbonyl)-4-O-tert-butyl-D-aspartic acid), F[B-](F)(F)F.N1(N=NC2=C1C=CC=C2)OC(=[N+](C)C)N(C)C (O-benzotriazol-1-yl-N,N,N',N'-tetramethyluronium tetrafluoroborate), C(C)(C)N(CC)C(C)C (diisopropylethylamine), C([O-])(O)=O.[Na+] (sodium bicarbonate). The solvent is CN(C=O)C (dimethylformamide). Reaction conditions: time 1 hour. The product is C1=CC=CC=2C3=CC=CC=C3C(C12)COC(=O)N[C@H](CC(OC(C)(C)C)=O)C(=O)NCC1=C2OC=3C(=C(C=CC3C(C2=CC=C1OC)(C)C)OC)CC(=O)OCC1=CC=CC=C1 (benzyl 5-[(N-(9-fluorenylmethoxycarbonyl)-4-O-tert-butyl-D-aspartyl)aminomethyl]-3,6-dimethoxy-9,9-dimethylxanthene-4-acetate). RXN SMILES: F[C:2](F)(F)[C:3]([OH:5])=[O:4].[NH2:8][CH2:9][C:10]1[C:23]([O:24][CH3:25])=[CH:22][CH:21]=[C:20]2[C:11]=1[O:12][C:13]1[C:14]([CH2:30][C:31]([O:33][CH2:34][C:35]3[CH:40]=[CH:39][CH:38]=[CH:37][CH:36]=3)=[O:32])=[C:15]([O:28][CH3:29])[CH:16]=[CH:17][C:18]=1[C:19]2([CH3:27])[CH3:26].[CH:41]1[C:53]2[CH:52]([CH2:54][O:55][C:56]([NH:58][C@@H:59]([C:68](O)=[O:69])CC(OC(C)(C)C)=O)=[O:57])[C:51]3[C:46](=[CH:47][CH:48]=[CH:49][CH:50]=3)[C:45]=2[CH:44]=[CH:43][CH:42]=1.F[B-](F)(F)F.N1(OC(N(C)C)=[N+](C)C)C2C=C[CH:83]=[CH:84][C:79]=2N=N1.[CH:93](N(C(C)C)CC)(C)C.C(=O)(O)[O-].[Na+]>CN(C)C=O>[CH:50]1[C:51]2[CH:52]([CH2:54][O:55][C:56]([NH:58][C@@H:59]([C:68]([NH:8][CH2:9][C:10]3[C:23]([O:24][CH3:25])=[CH:22][CH:21]=[C:20]4[C:11]=3[O:12][C:13]3[C:14]([CH2:30][C:31]([O:33][CH2:34][C:35]5[CH:36]=[CH:37][CH:38]=[CH:39][CH:40]=5)=[O:32])=[C:15]([O:28][CH3:29])[CH:16]=[CH:17][C:18]=3[C:19]4([CH3:27])[CH3:26])=[O:69])[CH2:2][C:3](=[O:4])[O:5][C:84]([CH3:83])([CH3:79])[CH3:93])=[O:57])[C:53]3[C:45](=[CH:44][CH:43]=[CH:42][CH:41]=3)[C:46]=2[CH:47]=[CH:48][CH:49]=1 |f:0.1,3.4,6.7|. Procedure details: A solution of 0.17 g of benzyl 5-aminomethyl-3,6-dimethoxy-9,9-dimethylxanthene-4-acetate trifluoroacetate and 0.14 g of N-(9-fluorenylmethoxycarbonyl)-4-O-tert-butyl-D-aspartic acid in 5 ml of dimethylformamide was treated, with 0.11 g of O-benzotriazol-1-yl-N,N,N',N'-tetramethyluronium tetrafluoroborate and with 0.11 ml of diisopropylethylamine. The mixture was stirred at room temperature for 1 hour and thereafter poured into dilute sodium bicarbonate solution. The resulting precipitate was fi... The product is C(C)OC(=O)C=1N=CC=2NC3=CC=C(C=C3C2C1C)C1CCCCC1 (6-cyclohexyl-4-methyl-3-β-carboline carboxylic acid ethyl ester). The reactants are C(C)OC(=O)C=1N=CC=2NC3=CC=C(C=C3C2C1C)C1CC=CCC1 (6-(1-cyclohexen-4-yl)-4-methyl-β-carboline-3-carboxylic acid ethyl ester). Isolated yield 54.5%. RXN SMILES: [CH2:1]([O:3][C:4]([C:6]1[N:7]=[CH:8][C:9]2[NH:10][C:11]3[C:16]([C:17]=2[C:18]=1[CH3:19])=[CH:15][C:14]([CH:20]1[CH2:25][CH2:24][CH:23]=[CH:22][CH2:21]1)=[CH:13][CH:12]=3)=[O:5])[CH3:2]>C(O)C.[Ni]>[CH2:1]([O:3][C:4]([C:6]1[N:7]=[CH:8][C:9]2[NH:10][C:11]3[C:16]([C:17]=2[C:18]=1[CH3:19])=[CH:15][C:14]([CH:20]1[CH2:25][CH2:24][CH2:23][CH2:22][CH2:21]1)=[CH:13][CH:12]=3)=[O:5])[CH3:2]. Run in C(C)O (ethanol). Reported procedure: 100 mg (0.3 mmol) of 6-(1-cyclohexen-4-yl)-4-methyl-β-carboline-3-carboxylic acid ethyl ester is hydrogenated in 20 ml of ethanol with 0.1 g of Raney nickel at room temperature for 2 hours under 10 bar. After separating from the catalyst, the product is evaporated and reprecipitated from a small amount of ethanol/hexane, thus obtaining 55 mg (54.7% of theory) of 6-cyclohexyl-4-methyl-3-β-carboline carboxylic acid ethyl ester, mp 191°-193° C. Reagents/catalysts: [Ni] (Raney nickel).